describe an organic reaction: reactants, conditions, products, and yield From a dataset of the Open Reaction Database (ORD), a public repository of structured organic reaction records. Reactants: IC1=CC=C(OCC=2C=C(OC2C)C(=O)O)C=C1 (4-(4-Iodo-phenoxymethyl)-5-methyl-furan-2-carboxylic acid), COC=1C=C(C=CC1)B(O)O ((3-methoxy-phenyl)-boronic acid). Product: COC=1C=C(C=CC1)C1=CC=C(C=C1)OCC=1C=C(OC1C)C(=O)O (4-(3′-Methoxy-biphenyl-4-yloxymethyl)-5-methyl-furan-2-carboxylic acid). Reaction SMILES: I[C:2]1[CH:18]=[CH:17][C:5]([O:6][CH2:7][C:8]2[CH:9]=[C:10]([C:14]([OH:16])=[O:15])[O:11][C:12]=2[CH3:13])=[CH:4][CH:3]=1.[CH3:19][O:20][C:21]1[CH:22]=[C:23](B(O)O)[CH:24]=[CH:25][CH:26]=1>>[CH3:19][O:20][C:21]1[CH:26]=[C:25]([C:2]2[CH:18]=[CH:17][C:5]([O:6][CH2:7][C:8]3[CH:9]=[C:10]([C:14]([OH:16])=[O:15])[O:11][C:12]=3[CH3:13])=[CH:4][CH:3]=2)[CH:24]=[CH:23][CH:22]=1. Reported procedure: Compound (116) was prepared from compound (26) and (3-methoxy-phenyl)-boronic acid by adapting the procedure of Example 27B. LC/MS System B; Rt=1.79 mins, m/z (ES−)=337 (M−H for C20H18O5). Starting materials: S(=O)(=O)(Cl)Cl (Sulfuryl chloride), FC1=CC=C(C=2SC=CC21)C#N (4-fluorobenzo[b]thiophene-7-carbonitrile), ClCCCl (1,2-dichloroethane). Reaction conditions: temperature 60 celsius. Yields the product ClC1C(C2=C(S1)C(=CC=C2F)C#N)Cl (2,3-dichloro-4-fluoro-2,3-dihydrobenzo[b]thiophene-7-carbonitrile). Reaction SMILES: S(Cl)(Cl)(=O)=O.[F:6][C:7]1[C:15]2C=C[S:12][C:11]=2[C:10]([C:16]#[N:17])=[CH:9][CH:8]=1.[Cl:18][CH2:19][CH2:20][Cl:21]>>[Cl:18][CH:19]1[S:12][C:11]2[C:10]([C:16]#[N:17])=[CH:9][CH:8]=[C:7]([F:6])[C:15]=2[CH:20]1[Cl:21]. Procedure details: Sulfuryl chloride (3.0 mL, 37.0 mmol) was added to a solution of 4-fluorobenzo[b]thiophene-7-carbonitrile (1.05 g, 5.93 mmol) in 1,2-dichloroethane (30 mL) at room temperature. The mixture was heated at 60° C. for 24 h and then the solvent was removed and the residue mixed with saturated aq. NaHCO3 solution and extracted with 10% EtOAc in hexanes. These extracts were then washed with saturated aq. NaHCO3 solution, water, brine and dried over Na2SO4. Concentration gave the crude 2,3-dichloro-4-fl... Starting materials: C(CCC)C1=NOC(=C1/C=C/C=1SC(=C(N1)C)C(=O)O)C (2-[(E)-2-(3-butyl-5-methyl-isoxazol-4-yl)-vinyl]-4-methyl-thiazole-5-carboxylic acid), C(=O)(N1C=NC=C1)N1C=NC=C1 (1,1′-carbonyldiimidazole), [OH-].[NH4+] (ammonium hydroxide). Run in CN(C)C=O (DMF). Reaction conditions: temperature 60 celsius, time 1 hour. Product: C(CCC)C1=NOC(=C1/C=C/C=1SC(=C(N1)C)C(=O)N)C (2-[(E)-2-(3-Butyl-5-methyl-isoxazol-4-yl)-vinyl]-4-methyl-thiazole-5-carboxylic acid amide). The yield is 83.3%. RXN SMILES: [CH2:1]([C:5]1[C:9](/[CH:10]=[CH:11]/[C:12]2[S:13][C:14]([C:18](O)=[O:19])=[C:15]([CH3:17])[N:16]=2)=[C:8]([CH3:21])[O:7][N:6]=1)[CH2:2][CH2:3][CH3:4].C(N1C=CN=C1)([N:24]1C=CN=C1)=O.[OH-].[NH4+]>CN(C=O)C>[CH2:1]([C:5]1[C:9](/[CH:10]=[CH:11]/[C:12]2[S:13][C:14]([C:18]([NH2:24])=[O:19])=[C:15]([CH3:17])[N:16]=2)=[C:8]([CH3:21])[O:7][N:6]=1)[CH2:2][CH2:3][CH3:4] |f:2.3|. Reported procedure: To a solution of 2-[(E)-2-(3-butyl-5-methyl-isoxazol-4-yl)-vinyl]-4-methyl-thiazole-5-carboxylic acid (100 mg, 0.33 mmol) in DMF (3 mL) was added 1,1′-carbonyldiimidazole (64 mg, 0.39 mmol). The resulting reaction mixture was stirred for 1 h at 60° C. and then treated with an ammonium hydroxide solution (490 μL, 3.3 mmol) and stirred for 1 h at room temperature. The reaction mixture was then evaporated. Purification by chromatography (silica, heptane:ethyl acetate=1:0 to 1:1) afforded the title ... Starting materials: FC(C=1NC2=C(C=C(C=C2C1)C#N)Br)(F)F (2-(trifluoromethyl)-5-cyano-7-bromo-1H-indole), FC(C=1NC2=C(C=C(C=C2C1)C#N)Br)(F)F (2-(trifluoromethyl)-5-cyano-7-bromo-1H-indole), O1CCCC1.B (borane tetrahydrofuran). Run in C1CCOC1 (THF). Conditions: time 18 hour. Product: FC(C=1NC2=C(C=C(C=C2C1)CN)Br)(F)F ([(2-Trifluoromethyl-7-bromo-1H-indol-5-yl)methyl]amine). The yield is 113.4%. Reaction SMILES: [F:1][C:2]([F:16])([F:15])[C:3]1[NH:4][C:5]2[C:10]([CH:11]=1)=[CH:9][C:8]([C:12]#[N:13])=[CH:7][C:6]=2[Br:14].O1CCCC1.B>C1COCC1>[F:16][C:2]([F:1])([F:15])[C:3]1[NH:4][C:5]2[C:10]([CH:11]=1)=[CH:9][C:8]([CH2:12][NH2:13])=[CH:7][C:6]=2[Br:14] |f:1.2|. Reported procedure: A solution of 2-(trifluoromethyl)-5-cyano-7-bromo-1H-indole (Intermediate 8; 200 mg, 0.692 mmol) in THF (10 mL) cooled in an ice-water bath was treated with borane tetrahydrofuran complex (1M in THF, 1.522 mL, 1.522 mmol) dropwise via a syringe and stirred under argon for 18 hrs while allowing to warm to room temp. The reaction mixture was then quenched with methanol (5 mL) and stirred at room temperature for 10 min. The reaction mixture was then evaporated to dryness to give the title compound ... RXN SMILES: [Br:1][c:2]1[cH:3][cH:4][c:5]([S:8][CH2:9][CH2:10][CH2:11][CH2:12][CH2:13][CH2:14][CH2:15][CH2:16][CH3:17])[cH:6][cH:7]1.[CH2:28]1[O:29][CH2:30][CH2:31][CH2:32]1.[CH3:18][CH2:19][CH2:20][CH2:21][Li:22].[O:23]=[CH:24][N:25]([CH3:26])[CH3:27]>>[c:2]1([CH:24]=[O:23])[cH:3][cH:4][c:5]([S:8][CH2:9][CH2:10][CH2:11][CH2:12][CH2:13][CH2:14][CH2:15][CH2:16][CH3:17])[cH:6][cH:7]1. Yields the product CCCCCCCCCSc1ccc(C=O)cc1. Reactants: CCCCCCCCCSc1ccc(Br)cc1, C1CCOC1, [Li]CCCC, CN(C)C=O. The reactants are C1(=CC=CC=C1)C1(C=2C=CC=CC2C2=C1SC=C2)O (8-phenyl-8H-indeno[2,1-b]thiophen-8-ol), COC([C@@H](NC(=O)OCC1C2=CC=CC=C2C=2C=CC=CC12)[C@H](O)C)=O (Nα -(9-fluorenylmethoxycarbonyl)-L-threonine methyl ester), OS(=O)(=O)O (H2SO4). Reagents/catalysts: FC(C(=O)O)(F)F (trifluoroacetic acid). Product: C1(=CC=CC=C1)C1(C=2C=CC=CC2C2=C1SC=C2)O[C@@H]([C@H](N)C(=O)O)C (O-(8-Phenyl-8H-indeno[2,1-b]thiophen-8-yl)-L-threonine). RXN SMILES: [C:1]1([C:7]2([OH:19])[C:15]3[S:16][CH:17]=[CH:18][C:14]=3[C:13]3[CH:12]=[CH:11][CH:10]=[CH:9][C:8]2=3)[CH:6]=[CH:5][CH:4]=[CH:3][CH:2]=1.C[O:21][C:22](=[O:45])[C@H:23]([C@@H:42]([CH3:44])O)[NH:24]C(OCC1C2C=CC=CC=2C2C1=CC=CC=2)=O.OS(O)(=O)=O>FC(F)(F)C(O)=O>[C:1]1([C:7]2([O:19][C@H:42]([CH3:44])[C@@H:23]([C:22]([OH:45])=[O:21])[NH2:24])[C:15]3[S:16][CH:17]=[CH:18][C:14]=3[C:13]3[CH:12]=[CH:11][CH:10]=[CH:9][C:8]2=3)[CH:2]=[CH:3][CH:4]=[CH:5][CH:6]=1. Procedure: from 8-phenyl-8H-indeno[2,1-b]thiophen-8-ol (Example 1pp) and Nα -(9-fluorenylmethoxycarbonyl)-L-threonine methyl ester following method A, using trifluoroacetic acid as catalyst in place of H2SO4 ; Procedure details: Under an argon gas flow, lithium aluminum hydride (9.70 g, 256 mmol) was suspended in tetrahydrofuran (100 ml); and under an ice cooling, a solution (100 ml) of ethyl 1-methyl-1H-benzimidazole-5-carboxylate (26.1 g, 128 mmol) prepared in the Step 1-1-4 in tetrahydrofuran was slowly added thereto. The mixture was stirred under an ice cooling for one hour. Under an ice cooling, a saturated sodium bicarbonate solution was slowly added to the mixture. The precipitate was removed by filtration, and t... The solvent is O1CCCC1 (tetrahydrofuran), O1CCCC1 (tetrahydrofuran). Product: CN1C=NC2=C1C=CC(=C2)CO ((1-Methyl-1H-benzimidazol-5-yl)methanol). Yield: 54.9%. The reactants are [H-].[Al+3].[Li+].[H-].[H-].[H-] (lithium aluminum hydride), CN1C=NC2=C1C=CC(=C2)C(=O)OCC (ethyl 1-methyl-1H-benzimidazole-5-carboxylate), C([O-])(O)=O.[Na+] (sodium bicarbonate). Conditions: time 1 hour. As a reaction SMILES: [H-].[Al+3].[Li+].[H-].[H-].[H-].[CH3:7][N:8]1[C:12]2[CH:13]=[CH:14][C:15]([C:17](OCC)=[O:18])=[CH:16][C:11]=2[N:10]=[CH:9]1.C(=O)(O)[O-].[Na+]>O1CCCC1>[CH3:7][N:8]1[C:12]2[CH:13]=[CH:14][C:15]([CH2:17][OH:18])=[CH:16][C:11]=2[N:10]=[CH:9]1 |f:0.1.2.3.4.5,7.8|. The reactants are N1C=NC=2CNCCC21 (4,5,6,7-tetrahydro-1H-imidazo[4,5-c]pyridine), C(C(=O)O)(=O)O.C1(=CC=CC=C1)C(CO)CC (2-phenyl-1-butanol oxalate). The product is C(C(=O)O)(=O)O.C1(=CC=CC=C1)C(COC(=O)N1CC2=C(CC1)NC=N2)CC (4,5,6,7-Tetrahydroimidazo[4,5-c]pyridine-5-carboxylic Acid 2-phenylbutyl Ester Oxalate). RXN SMILES: [NH:1]1[C:9]2[CH2:8][CH2:7][NH:6][CH2:5][C:4]=2[N:3]=[CH:2]1.[C:10]([OH:15])(=[O:14])[C:11]([OH:13])=[O:12].[C:16]1([CH:22]([CH2:25][CH3:26])[CH2:23][OH:24])[CH:21]=[CH:20][CH:19]=[CH:18][CH:17]=1>>[C:10]([OH:15])(=[O:14])[C:11]([OH:13])=[O:12].[C:16]1([CH:22]([CH2:25][CH3:26])[CH2:23][O:24][C:11]([N:6]2[CH2:7][CH2:8][C:9]3[NH:1][CH:2]=[N:3][C:4]=3[CH2:5]2)=[O:12])[CH:21]=[CH:20][CH:19]=[CH:18][CH:17]=1 |f:1.2,3.4|. Procedure: The compound was prepared from 4,5,6,7-tetrahydro-1H-imidazo[4,5-c]pyridine and 2-phenyl-1-butanol oxalate. Starting materials: O (water), OC1=CC=C(C=C1)O (p-dihydroxybenzene), C([O-])([O-])=O.[K+].[K+] (potassium carbonate), ClC1=NC=C(C=C1)C(F)(F)F (2-chloro-5-(trifluoromethyl)pyridine). Run in CN(C)C=O (DMF), CN(C)C=O (DMF). Conditions: temperature 60 celsius, time 4 hour. The product is FC(C=1C=CC(=NC1)OC1=CC=C(C=C1)O)(F)F (4-(5-(trifluoromethyl)pyridin-2-yloxy)phenol). Yield: 74.8%. RXN SMILES: [OH:1][C:2]1[CH:7]=[CH:6][C:5]([OH:8])=[CH:4][CH:3]=1.C(=O)([O-])[O-].[K+].[K+].Cl[C:16]1[CH:21]=[CH:20][C:19]([C:22]([F:25])([F:24])[F:23])=[CH:18][N:17]=1.O>CN(C=O)C>[F:23][C:22]([F:25])([F:24])[C:19]1[CH:20]=[CH:21][C:16]([O:1][C:2]2[CH:7]=[CH:6][C:5]([OH:8])=[CH:4][CH:3]=2)=[N:17][CH:18]=1 |f:1.2.3|. Procedure details: p-dihydroxybenzene 12.1 g (0.11 mol), anhydrous potassium carbonate 15.2 g (0.11 mol) were added to 500 mL of three-necked flask with DMF (200 mL) in sequence, the reaction mixture was then heated to 60° C., forming pale yellow turbid liquid, a solution of 2-chloro-5-(trifluoromethyl)pyridine 18.2 g (0.1 mol) in DMF (50 mL) was added dropwise to the above solution, after completion of addition for 15 min, then the mixture was heated to 90° C. and stirred for another 4 hours at this temperature. ... Reactants: CC(C)C(C)(C)[Si](C)(C)Cl, ClCCl, CC12CCC3C(=CC=C4CC(O)CCC43C)C1CCC2=O, c1c[nH]cn1. The product is CC(C)C(C)(C)[Si](C)(C)OC1CCC2(C)C(=CC=C3C4CCC(=O)C4(C)CCC32)C1. Reaction SMILES: [CH3:27][Si:28]([C:29]([CH3:30])([CH3:31])[CH:32]([CH3:33])[CH3:34])([CH3:35])[Cl:36].[Cl:37][CH2:38][Cl:39].[OH:1][CH:2]1[CH2:3][C:4]2=[CH:5][CH:6]=[C:7]3[CH:8]4[CH2:9][CH2:10][C:11](=[O:21])[C:12]4([CH3:13])[CH2:14][CH2:15][CH:16]3[C:17]2([CH3:20])[CH2:18][CH2:19]1.[nH:22]1[cH:23][cH:24][n:25][cH:26]1>>[O:1]([CH:2]1[CH2:3][C:4]2=[CH:5][CH:6]=[C:7]3[CH:8]4[CH2:9][CH2:10][C:11](=[O:21])[C:12]4([CH3:13])[CH2:14][CH2:15][CH:16]3[C:17]2([CH3:20])[CH2:18][CH2:19]1)[Si:28]([CH3:27])([C:29]([CH3:30])([CH3:31])[CH:32]([CH3:33])[CH3:34])[CH3:35].